From a dataset of the Open Reaction Database (ORD), a public repository of structured organic reaction records. describe an organic reaction: reactants, conditions, products, and yield The reactants are hydrated 9-(1,3-dihydroxy-2-propoxymethyl)guanine, COCC(=O)Cl (methoxyacetyl chloride), O(C1=CC=CC=C1)CC(=O)OCC(COC(COC1=CC=CC=C1)=O)OCN1C=2N=C(NC(C2N=C1)=O)N (9-[1,3-Bis(phenoxyacetoxy)-2-propoxymethyl]guanine). Product: COCC(=O)OCC(COC(COC)=O)OCN1C=2N=C(NC(C2N=C1)=O)N (9-[1,3-Bis(methoxyacetoxy)-2-propoxymethyl]guanine). RXN SMILES: COCC(Cl)=O.[O:7]([CH2:14][C:15]([O:17][CH2:18][CH:19]([O:32][CH2:33][N:34]1[CH:42]=[N:41][C:40]2[C:39](=[O:43])[NH:38][C:37]([NH2:44])=[N:36][C:35]1=2)[CH2:20][O:21][C:22](=[O:31])[CH2:23][O:24][C:25]1C=CC=CC=1)=[O:16])[C:8]1C=CC=CC=1>>[CH3:25][O:24][CH2:23][C:22]([O:21][CH2:20][CH:19]([O:32][CH2:33][N:34]1[CH:42]=[N:41][C:40]2[C:39](=[O:43])[NH:38][C:37]([NH2:44])=[N:36][C:35]1=2)[CH2:18][O:17][C:15](=[O:16])[CH2:14][O:7][CH3:8])=[O:31]. Procedure details: Reaction of hydrated 9-(1,3-dihydroxy-2-propoxymethyl)guanine (1 mmole) with methoxyacetyl chloride (4 mmole) according to the method used for 9-[1,3-bis(phenoxyacetoxy)-2-propoxymethyl]guanine (Example 14) gives, after chromatography, the desired product. Confirmation of structure and purity are obtained by NMR and TLC (9:1CHCl3 --MeOH). Reactants: C(C)(C)(C)OC(=O)NC1[C@@H]2N(C(=C(CS2=O)C=CSC2=NC=CC=N2)C(=O)OC(C2=CC=CC=C2)C2=CC=CC=C2)C1=O (benzhydryl 7-tert-butoxycarbonylamino-3-[2-(2-pyrimidinyl)thiovinyl]-3-cephem-4-carboxylate-1-oxide), P(Cl)(Cl)Cl (phosphorus trichloride), C(C)(=O)OCC (ethyl acetate), O (water). Solvent: CN(C=O)C (N,N-dimethylformamide). Conditions: temperature -30 celsius. Yields the product C(C)(C)(C)OC(=O)NC1[C@@H]2N(C(=C(CS2)C=CSC2=NC=CC=N2)C(=O)OC(C2=CC=CC=C2)C2=CC=CC=C2)C1=O (benzhydryl 7-tert-butoxycarbonylamino-3-[2-(2-pyrimidinyl)thiovinyl]-3-cephem-4-carboxylate). RXN SMILES: [C:1]([O:5][C:6]([NH:8][CH:9]1[C:42](=[O:43])[N:11]2[C:12]([C:26]([O:28][CH:29]([C:36]3[CH:41]=[CH:40][CH:39]=[CH:38][CH:37]=3)[C:30]3[CH:35]=[CH:34][CH:33]=[CH:32][CH:31]=3)=[O:27])=[C:13]([CH:17]=[CH:18][S:19][C:20]3[N:25]=[CH:24][CH:23]=[CH:22][N:21]=3)[CH2:14][S:15](=O)[C@H:10]12)=[O:7])([CH3:4])([CH3:3])[CH3:2].P(Cl)(Cl)Cl.C(OCC)(=O)C.O>CN(C)C=O>[C:1]([O:5][C:6]([NH:8][CH:9]1[C:42](=[O:43])[N:11]2[C:12]([C:26]([O:28][CH:29]([C:30]3[CH:31]=[CH:32][CH:33]=[CH:34][CH:35]=3)[C:36]3[CH:41]=[CH:40][CH:39]=[CH:38][CH:37]=3)=[O:27])=[C:13]([CH:17]=[CH:18][S:19][C:20]3[N:25]=[CH:24][CH:23]=[CH:22][N:21]=3)[CH2:14][S:15][C@H:10]12)=[O:7])([CH3:4])([CH3:2])[CH3:3]. Procedure details: To a solution of benzhydryl 7-tert-butoxycarbonylamino-3-[2-(2-pyrimidinyl)thiovinyl]-3-cephem-4-carboxylate-1-oxide (trans isomer) (4.8 g) in N,N-dimethylformamide (25 ml) was added phosphorus trichloride (0.8 ml) at -30° C. After being stirred for an hour at -30° C., the reaction mixture was poured into a mixture of ethyl acetate (300 ml) and water (300 ml). The separated organic layer was washed in turn with 5% aqueous solium bicarbonate, water and brine. The solvent was evaporated in vacuo t... Starting materials: Cc1cccc(C(=CCBr)c2ccccc2)c1, [Li]CCCC, CCCCCCC, CCOC(C)=O, O, OCCO. The product is Cc1cccc(C(=CCOCCO)c2ccccc2)c1. RXN SMILES: [Br:10][CH2:11][CH:12]=[C:13]([c:14]1[cH:15][cH:16][cH:17][cH:18][cH:19]1)[c:20]1[cH:21][c:22]([CH3:26])[cH:23][cH:24][cH:25]1.[CH2:1]([Li:2])[CH2:3][CH2:4][CH3:5].[CH3:28][CH2:29][CH2:30][CH2:31][CH2:32][CH2:33][CH3:34].[CH3:35][CH2:36][O:37][C:38](=[O:39])[CH3:40].[OH2:27].[OH:6][CH2:7][CH2:8][OH:9]>>[O:6]([CH2:7][CH2:8][OH:9])[CH2:11][CH:12]=[C:13]([c:14]1[cH:15][cH:16][cH:17][cH:18][cH:19]1)[c:20]1[cH:21][c:22]([CH3:26])[cH:23][cH:24][cH:25]1.